This data is from the Open Reaction Database (ORD), a public repository of structured organic reaction records. The task is: describe an organic reaction: reactants, conditions, products, and yield The reactants are Cl.C1(=CC=C(C=C1)NN)C (p-tolylhydrazine hydrochloride), FC(C1=CC=C(C=N1)CCN1C=C(C2=CC(=CC=C12)C)CCNC)(F)F (2-(1-(2-(6-(trifluoromethyl)pyridin-3-yl)ethyl)-5-methyl-1H-indol-3-yl)-N-methylethanamine), C(C)OC(CCCNC)OCC (4,4-diethoxy-N-methylbutan-1-amine), C(=O)(C(F)(F)F)O (TFA), BrCCC=1C=CC(=NC1)C(F)(F)F (5-(2-bromoethyl)-2-(trifluoromethyl)pyridine), FC(C1=CC=C(C=N1)CCN(N)C1=CC=C(C=C1)C)(F)F (1-(2-(6-(trifluoromethyl)pyridin-3-yl)ethyl)-1-p-tolylhydrazine), C=O (formaldehyde). The product is FC(C1=CC=C(C=N1)CCN1C2=C(C3=CC(=CC=C13)C)CCN(C2)C)(F)F (9-(2-(6-(trifluoromethyl)pyridin-3-yl)ethyl)-2,3,4,9-tetrahydro-2,6-dimethyl-1H-pyrido[3,4-b]indole). As a reaction SMILES: Cl.[C:2]1(C)C=CC(NN)=CC=1.BrCCC1C=CC(C(F)(F)F)=NC=1.FC(F)(F)C1N=CC(CCN(C2C=CC(C)=CC=2)N)=CC=1.C(OC(OCC)CCCNC)C.[F:57][C:58]([F:82])([F:81])[C:59]1[N:64]=[CH:63][C:62]([CH2:65][CH2:66][N:67]2[C:75]3[C:70](=[CH:71][C:72]([CH3:76])=[CH:73][CH:74]=3)[C:69]([CH2:77][CH2:78][NH:79][CH3:80])=[CH:68]2)=[CH:61][CH:60]=1.C=O.C(O)(C(F)(F)F)=O>C(#N)C.C(N(CC)CC)C>[F:82][C:58]([F:57])([F:81])[C:59]1[N:64]=[CH:63][C:62]([CH2:65][CH2:66][N:67]2[C:75]3[C:70](=[CH:71][C:72]([CH3:76])=[CH:73][CH:74]=3)[C:69]3[CH2:77][CH2:78][N:79]([CH3:2])[CH2:80][C:68]2=3)=[CH:61][CH:60]=1 |f:0.1|. Procedure details: The title compound is prepared by following General Methods 1, 3 and 4 using p-tolylhydrazine hydrochloride, 5-(2-bromoethyl)-2-(trifluoromethyl)pyridine, and triethylamine (General Method 1), 1-(2-(6-(trifluoromethyl)pyridin-3-yl)ethyl)-1-p-tolylhydrazine (Example 2) and 4,4-diethoxy-N-methylbutan-1-amine (General Method 3) and 2-(1-(2-(6-(trifluoromethyl)pyridin-3-yl)ethyl)-5-methyl-1H-indol-3-yl)-N-methylethanamine (Example 11), formaldehyde and TFA in acetonitrile (General Method 4). Solvent: C(C)#N (acetonitrile), C(C)N(CC)CC (triethylamine). Reactants: C1CCOC1, CSCS(C)=O, COc1cccc(C=O)c1Cl. Yields the product COc1cccc(C=C(SC)S(C)=O)c1Cl. Reaction SMILES: [CH2:18]1[O:19][CH2:20][CH2:21][CH2:22]1.[CH3:12][S:13][CH2:14][S:15](=[O:16])[CH3:17].[Cl:1][c:2]1[c:3]([CH:4]=[O:5])[cH:6][cH:7][cH:8][c:9]1[O:10][CH3:11]>>[Cl:1][c:2]1[c:3]([CH:4]=[C:14]([S:13][CH3:12])[S:15](=[O:16])[CH3:17])[cH:6][cH:7][cH:8][c:9]1[O:10][CH3:11]. The reactants are BrC=1C=C(C=CC1)C(C(=O)O)O ((3-bromophenyl)hydroxyacetic acid), FC1=CC(=C(C=C1F)N)N (4,5-difluoro-ortho-phenylenediamine), [OH-].[Na+] (sodium hydroxide). The solvent is aqueous hydrochloric solution. Yields the product BrC=1C=C(C=CC1)C(O)C1=NC2=C(N1)C=C(C(=C2)F)F (3-bromophenyl(5,6-difluoro-1H-benzimidazol-2-yl)methanol). RXN SMILES: [Br:1][C:2]1[CH:3]=[C:4]([CH:8]([OH:12])[C:9](O)=O)[CH:5]=[CH:6][CH:7]=1.[F:13][C:14]1[C:19]([F:20])=[CH:18][C:17]([NH2:21])=[C:16]([NH2:22])[CH:15]=1.[OH-].[Na+]>>[Br:1][C:2]1[CH:3]=[C:4]([CH:8]([C:9]2[NH:21][C:17]3[CH:18]=[C:19]([F:20])[C:14]([F:13])=[CH:15][C:16]=3[N:22]=2)[OH:12])[CH:5]=[CH:6][CH:7]=1 |f:2.3|. Procedure: A mixture of (3-bromophenyl)hydroxyacetic acid (809 mg) and 4,5-difluoro-ortho-phenylenediamine (500 mg) in 5N aqueous hydrochloric solution (2 mL) is heated under reflux for 15 h and cooled back to room temperature. The mixture is basified with concentrated sodium hydroxide and extracted with ethyl acetate. The organic phase is then dried over magnesium sulfate and concentrated under reduced pressure. The residue is purified by trituration in dichloromethane to afford the pure 3-bromophenyl(5,6... Reactants: CCCCN(CCCC)c1ccc2c(c1)Cc1cc(Br)ccc1-2, O=C([O-])[O-], Cc1ccccc1, CO, O=Cc1ccc(B(O)O)s1, [K+], [K+]. The product is CCCCN(CCCC)c1ccc2c(c1)Cc1cc(-c3ccc(C=O)s3)ccc1-2. Reaction SMILES: [Br:1][c:2]1[cH:3][cH:4][c:5]2[c:13]([cH:14]1)[CH2:12][c:11]1[c:6]-2[cH:7][cH:8][c:9]([N:15]([CH2:16][CH2:17][CH2:18][CH3:19])[CH2:20][CH2:21][CH2:22][CH3:23])[cH:10]1.[C:34](=[O:35])([O-:36])[O-:37].[CH3:40][c:41]1[cH:42][cH:43][cH:44][cH:45][cH:46]1.[CH3:47][OH:48].[CH:24](=[O:25])[c:26]1[cH:27][cH:28][c:29]([B:31]([OH:32])[OH:33])[s:30]1.[K+:38].[K+:39]>>[c:2]1(-[c:29]2[cH:28][cH:27][c:26]([CH:24]=[O:25])[s:30]2)[cH:3][cH:4][c:5]2[c:13]([cH:14]1)[CH2:12][c:11]1[c:6]-2[cH:7][cH:8][c:9]([N:15]([CH2:16][CH2:17][CH2:18][CH3:19])[CH2:20][CH2:21][CH2:22][CH3:23])[cH:10]1. Reaction SMILES: [CH3:42][CH2:43][O:44][CH2:45][CH3:46].[CH3:47][N:48]([CH3:49])[CH:50]=[O:51].[CH3:52][CH2:53][CH2:54][CH2:55][CH2:56][CH3:57].[NH2:1][c:2]1[cH:3][c:4]([F:29])[c:5]([O:6][c:7]2[cH:8][c:9]([NH:13][C:14](=[O:15])[N:16]3[CH2:17][CH2:18][CH:19]([CH2:22][N:23]4[CH2:24][CH2:25][CH2:26]4)[CH2:20][CH2:21]3)[n:10][cH:11][cH:12]2)[cH:27][cH:28]1.[c:30]1([CH2:36][C:37](=[O:38])[N:39]=[C:40]=[O:41])[cH:31][cH:32][cH:33][cH:34][cH:35]1>>[NH:1]([c:2]1[cH:3][c:4]([F:29])[c:5]([O:6][c:7]2[cH:8][c:9]([NH:13][C:14](=[O:15])[N:16]3[CH2:17][CH2:18][CH:19]([CH2:22][N:23]4[CH2:24][CH2:25][CH2:26]4)[CH2:20][CH2:21]3)[n:10][cH:11][cH:12]2)[cH:27][cH:28]1)[C:40]([NH:39][C:37]([CH2:36][c:30]1[cH:31][cH:32][cH:33][cH:34][cH:35]1)=[O:38])=[O:41]. The reactants are CCOCC, CN(C)C=O, CCCCCC, Nc1ccc(Oc2ccnc(NC(=O)N3CCC(CN4CCC4)CC3)c2)c(F)c1, O=C=NC(=O)Cc1ccccc1. Product: O=C(Cc1ccccc1)NC(=O)Nc1ccc(Oc2ccnc(NC(=O)N3CCC(CN4CCC4)CC3)c2)c(F)c1.